Dataset: the Open Reaction Database (ORD), a public repository of structured organic reaction records. Task: describe an organic reaction: reactants, conditions, products, and yield Reactants: NC(C(=O)NC1=CC=CC=C1)CCS(=O)(=O)OC1=CC=CC=C1 (2-amino-4-phenoxysulfonyl-butyranilide), [N+](=O)([O-])C=1C=C(C=CC1Cl)S(=O)(=O)Cl (3-nitro-4-chloro-benzene-sulfonic acid-chloride), C1(=CC=CC=C1)O (phenol). Yields the product [N+](=O)([O-])C1=C(C=CC(=C1)S(=O)(=O)OC1=CC=CC=C1)Cl (2-nitro-4-phenoxysulfonylchloro-benzene). RXN SMILES: NC(CCS(OC1C=CC=CC=1)(=O)=O)C(NC1C=CC=CC=1)=O.[N+:24]([C:27]1[CH:28]=[C:29]([S:34](Cl)(=[O:36])=[O:35])[CH:30]=[CH:31][C:32]=1[Cl:33])([O-:26])=[O:25].[C:38]1([OH:44])[CH:43]=[CH:42][CH:41]=[CH:40][CH:39]=1>>[N+:24]([C:27]1[CH:28]=[C:29]([S:34]([O:44][C:38]2[CH:43]=[CH:42][CH:41]=[CH:40][CH:39]=2)(=[O:35])=[O:36])[CH:30]=[CH:31][C:32]=1[Cl:33])([O-:26])=[O:25]. Procedure details: Thus, for example, 2-amino-4-phenoxysulfonyl-butyranilide can be obtained by reacting 3-nitro-4-chloro-benzene-sulfonic acid-chloride with phenol to yield 2-nitro-4-phenoxysulfonylchloro-benzene, reacting this product with ammonia to give 2-nitro-4-phenoxy-sulfonyl-aniline, acylating this compound with butyryl-chloride to form 2-nitro-4-phenoxysulfonyl-butyranilide, and by subsequently hydrogenating said product catalytically.